This data is from the Open Reaction Database (ORD), a public repository of structured organic reaction records. The task is: describe an organic reaction: reactants, conditions, products, and yield Solvent: O1CCCC1 (tetrahydrofuran). Reactants: C(C)N1CCN(CC1)C=1N=C(C=C2C1SC=C2)C2=CC=C(C=C2)CCC(C)=O (7-(4-ethylpiperazin-1-yl)-5-[4-(3-oxobutyl)phenyl]thieno[2,3-c]pyridine), C[Mg]Br.CCOCC (methylmagnesium bromide ether), C[Mg]Br.CCOCC (methylmagnesium bromide ether), [Cl-].[NH4+] (ammonium chloride), C(C)(=O)OCC (ethyl acetate). As a reaction SMILES: [CH2:1]([N:3]1[CH2:8][CH2:7][N:6]([C:9]2[N:10]=[C:11]([C:18]3[CH:23]=[CH:22][C:21]([CH2:24][CH2:25][C:26](=[O:28])[CH3:27])=[CH:20][CH:19]=3)[CH:12]=[C:13]3[CH:17]=[CH:16][S:15][C:14]=23)[CH2:5][CH2:4]1)[CH3:2].[CH3:29][Mg]Br.CCOCC.[Cl-:37].[NH4+].C(OCC)(=O)C>O1CCCC1>[ClH:37].[ClH:37].[CH2:1]([N:3]1[CH2:8][CH2:7][N:6]([C:9]2[N:10]=[C:11]([C:18]3[CH:23]=[CH:22][C:21]([CH2:24][CH2:25][C:26]([OH:28])([CH3:29])[CH3:27])=[CH:20][CH:19]=3)[CH:12]=[C:13]3[CH:17]=[CH:16][S:15][C:14]=23)[CH2:5][CH2:4]1)[CH3:2] |f:1.2,3.4,7.8.9|. Procedure details: The resulting 7-(4-ethylpiperazin-1-yl)-5-[4-(3-oxobutyl)phenyl]thieno[2,3-c]pyridine (0.23 g) was dissolved in tetrahydrofuran (10 ml), and the resulting mixture was stirred under ice-cooling. To the resulting mixture was added 3.0M methylmagnesium bromide/ether solution (0.39 ml), and the mixture was further stirred for 3 hr. Then, 3.0M methylmagnesium bromide/ether solution (0.39 ml) was further added thereto, and the mixture was further stirred for 4.5 hr. Then, an aqueous solution of satura... Yields the product Cl.Cl.C(C)N1CCN(CC1)C=1N=C(C=C2C1SC=C2)C2=CC=C(C=C2)CCC(C)(C)O (7-(4-ethylpiperazin-1-yl)-5-[4-(3-hydroxy-3-methylbutyl)phenyl]thieno[2,3-c]pyridine dihydrochloride). Starting materials: BrCCC(=O)NC1=C(C=CC=C1C)C(C)=O (3-bromo-2'-acetyl-6'-methylpropionanilide), C(C)NCC (diethylamine), Cl (hydrogen chloride), resultant mixture. Reaction SMILES: Br[CH2:2][CH2:3][C:4]([NH:6][C:7]1[C:12]([CH3:13])=[CH:11][CH:10]=[CH:9][C:8]=1[C:14](=[O:16])[CH3:15])=[O:5].[CH2:17]([NH:19][CH2:20][CH3:21])[CH3:18].[ClH:22]>C1C=CC=CC=1.CCOCC>[ClH:22].[CH2:17]([N:19]([CH2:20][CH3:21])[CH2:2][CH2:3][C:4]([NH:6][C:7]1[C:12]([CH3:13])=[CH:11][CH:10]=[CH:9][C:8]=1[C:14](=[O:16])[CH3:15])=[O:5])[CH3:18] |f:5.6|. Procedure: To a solution of 1.5 g of 3-bromo-2'-acetyl-6'-methylpropionanilide in 20 ml of benzene was added 0.8 g of diethylamine at room temperature. The resultant mixture was stirred at room temperature for 24 hours. The reaction mixture was washed with water, dried over anhydrous sodium sulfate and evaporated to give an oily residue. The residue was dissolved in ether and hydrogen chloride was added to the solution to give crystals. Recrystallization from ethanol gave 3-(diethylamino)-2'-acetyl-6'-meth... Run in C1=CC=CC=C1 (benzene), CCOCC (ether). Product: Cl.C(C)N(CCC(=O)NC1=C(C=CC=C1C)C(C)=O)CC (3-(diethylamino)-2'-acetyl-6'-methylpropionanilide hydrochloride). The reactants are C(C)(=O)C1=C(N(C(=C1)C)C1=C(C=C(C=C1)OC)OC)C (3-acetyl-1-(2,4-dimethoxyphenyl)-2,5-dimethylpyrrole), C1CC1C(=O)Cl (3-cyclopropanecarbonyl chloride), solution, [Sn](Cl)(Cl)(Cl)Cl (tin(IV) chloride), C(Cl)Cl (CH2Cl2), NN (hydrazine). As a reaction SMILES: [C:1]([C:4]1[CH:8]=[C:7]([CH3:9])[N:6]([C:10]2[CH:15]=[CH:14][C:13]([O:16][CH3:17])=[CH:12][C:11]=2[O:18][CH3:19])[C:5]=1[CH3:20])(=O)[CH3:2].[CH2:21]1[CH:23]([C:24](Cl)=O)C1.[Sn](Cl)(Cl)(Cl)Cl.[CH2:32](Cl)Cl.[NH2:35][NH2:36]>C1(C)C=CC=CC=1.[OH-].[Na+].C(O)C.O>[CH:23]1([C:32]2[C:8]3=[C:7]([CH3:9])[N:6]([C:10]4[CH:15]=[CH:14][C:13]([O:16][CH3:17])=[CH:12][C:11]=4[O:18][CH3:19])[C:5]([CH3:20])=[C:4]3[C:1]([CH3:2])=[N:36][N:35]=2)[CH2:24][CH2:21]1 |f:6.7|. The solvent is [OH-].[Na+] (NaOH), C1(=CC=CC=C1)C (toluene), O (water), C(C)O (ethanol). Product: C1(CC1)C1=NN=C(C=2C1=C(N(C2C)C2=C(C=C(C=C2)OC)OC)C)C (1-(cyclopropyl)-6-(2,4-dimethoxyphenyl)-4,5,7-trimethyl-6H-pyrrolo[3,4-d]pyridazine). Procedure: To a solution of 3-acetyl-1-(2,4-dimethoxyphenyl)-2,5-dimethylpyrrole (273 mg, 1.0 mmol) in toluene (5 mL) at −78° C. was added 3-cyclopropanecarbonyl chloride (0.11 mL, 1.2 mmol) followed by dropwise addition of a 1.0M solution of tin(IV) chloride in CH2Cl2 (1.2 mL, 1.2 mmol). The reaction was allowed to warm to room temp overnight. The solution was diluted with 0.25M NaOH, extracted with EtOAc, the organic layer washed with brine, dried over MgSO4, filtered, concentrated in vacuo, and purified... Run at time 8 hour. Starting materials: [BH4-], CO, CC(=O)C(CC(C)C)c1ccccc1, [Na+]. The product is CC(C)CC(c1ccccc1)C(C)O. RXN SMILES: [BH4-:15].[CH3:17][OH:18].[CH3:1][CH:2]([CH2:3][CH:4]([C:5]([CH3:6])=[O:7])[c:8]1[cH:9][cH:10][cH:11][cH:12][cH:13]1)[CH3:14].[Na+:16]>>[CH3:1][CH:2]([CH2:3][CH:4]([CH:5]([CH3:6])[OH:7])[c:8]1[cH:9][cH:10][cH:11][cH:12][cH:13]1)[CH3:14].